This data is from the Open Reaction Database (ORD), a public repository of structured organic reaction records. The task is: describe an organic reaction: reactants, conditions, products, and yield Procedure: The TBDMS ether 10 (0.37 g, 0.66 mmol) in THF (20 mL) was deprotected (Method A: Bu4NF (0.8 ml, 0.8 mmol)) to give the product (flash column chromatography 80% EtOAc/20% n-hexane, then EtOAc) as a colourless oil (0.29 g, 97%). [α]D22.1−69.6° (c=0.23, CHCl3), 1H NMR (CDCl3) δ 8.72 (s, 1H), 7.76 (s, 1H), 7.34 (d, J=8.6 Hz, 2H), 6./90 (d, J=8.6 Hz, 2H), 6.80 (s, 1H), 5.10 (m, 2H), 4.40 (m, 1H), 4.30 (m, 1H), 3.92 (s, 3H), 3.83 (s, 3H), 3.80 (m, 4H), 3.7 (m, 1H), 3.58 (m, 1H), 3.45 (m, 1H), 2.15 (m,... Reaction SMILES: [CH3:1][O:2][C:3]1[CH:39]=[CH:38][C:6]([CH2:7][O:8][C:9](=[O:37])[NH:10][C:11]2[CH:16]=[C:15]([O:17][CH3:18])[C:14]([O:19][CH3:20])=[CH:13][C:12]=2[C:21]([N:23]2[CH2:27][CH2:26][CH2:25][CH:24]2[C:28](C)(C)[O:29][SiH2]C(C)(C)C)=[O:22])=[CH:5][CH:4]=1.[N+](CCCC)(CCCC)(CCCC)CCCC.[F-].CCOC(C)=O.C(Cl)(Cl)Cl>C1COCC1>[CH3:1][O:2][C:3]1[CH:4]=[CH:5][C:6]([CH2:7][O:8][C:9](=[O:37])[NH:10][C:11]2[CH:16]=[C:15]([O:17][CH3:18])[C:14]([O:19][CH3:20])=[CH:13][C:12]=2[C:21]([N:23]2[CH2:27][CH2:26][CH2:25][CH:24]2[CH2:28][OH:29])=[O:22])=[CH:38][CH:39]=1 |f:1.2|. Solvent: C1CCOC1 (THF). Starting materials: oil, COC1=CC=C(COC(NC2=C(C=C(C(=C2)OC)OC)C(=O)N2C(CCC2)C(O[SiH2]C(C)(C)C)(C)C)=O)C=C1 ([2-[2-(tert-Butyl-dimethyl-silanyloxymethyl)-pyrrolidine-1-carbonyl]-4,5-dimethoxy-phenyl]-carbamic acid-4-methoxy-benzyl ester), CCOC(=O)C (EtOAc), [N+](CCCC)(CCCC)(CCCC)CCCC.[F-] (Bu4NF), CCOC(=O)C (EtOAc), C(Cl)(Cl)Cl (CHCl3). Product: COC1=CC=C(COC(NC2=C(C=C(C(=C2)OC)OC)C(=O)N2C(CCC2)CO)=O)C=C1 ([2-(2-Hydroxymethyl-pyrrolidine-1-carbonyl)-4,5-dimethoxy-phenyl]-carbamic acid-4-methoxy-benzyl ester). The reactants are CC(C)Oc1ccc(S(C)(=O)=O)cc1C(=O)O, Cl, O=S(=O)(c1ccncc1)c1cnc(N2CCNCC2)s1. The product is CC(C)Oc1ccc(S(C)(=O)=O)cc1C(=O)N1CCN(c2ncc(S(=O)(=O)c3ccncc3)s2)CC1. As a reaction SMILES: [CH:1]([CH3:2])([CH3:3])[O:4][c:5]1[c:6]([C:7](=[O:8])[OH:9])[cH:10][c:11]([S:14](=[O:15])(=[O:16])[CH3:17])[cH:12][cH:13]1.[ClH:18].[n:19]1[cH:20][cH:21][c:22]([S:25](=[O:26])(=[O:27])[c:28]2[cH:29][n:30][c:31]([N:33]3[CH2:34][CH2:35][NH:36][CH2:37][CH2:38]3)[s:32]2)[cH:23][cH:24]1>>[CH:1]([CH3:2])([CH3:3])[O:4][c:5]1[c:6]([C:7](=[O:9])[N:36]2[CH2:35][CH2:34][N:33]([c:31]3[n:30][cH:29][c:28]([S:25]([c:22]4[cH:21][cH:20][n:19][cH:24][cH:23]4)(=[O:26])=[O:27])[s:32]3)[CH2:38][CH2:37]2)[cH:10][c:11]([S:14](=[O:15])(=[O:16])[CH3:17])[cH:12][cH:13]1. RXN SMILES: [CH3:11][C:12](=[O:13])[OH:14].[CH3:9][I:10].[Na+:16].[OH-:15].[S:1]=[c:2]1[nH:3][n:4][cH:5][c:6](=[O:8])[nH:7]1>>[S:1]([c:2]1[nH:3][n:4][cH:5][c:6](=[O:8])[n:7]1)[CH3:11]. The product is CSc1nc(=O)cn[nH]1. The reactants are CC(=O)O, CI, [Na+], [OH-], O=c1cn[nH]c(=S)[nH]1. The reactants are C(C)(=O)OC1=C2C=C(N(C2=CC=C1)C)C(NC1=C(C=C(C=C1)B1OC(C(O1)(C)C)(C)C)OC)=O (2-(2-methoxy-4-(4,4,5,5-tetramethyl-1,3,2-dioxaborolan-2-yl)phenylcarbamoyl)-1-methyl-1H-indol-4-yl acetate), BrC=1N=C(N2C1C(=NC=C2)C)[C@@H]2CC[C@H](CC2)N2CCN(CC2)C (1-bromo-8-methyl-3-((trans)-4-(4-methylpiperazin-1-yl)cyclohexyl)imidazo[1,5-a]pyrazine). Yields the product C(C)(=O)OC1=C2C=C(N(C2=CC=C1)C)C(NC1=C(C=C(C=C1)C=1N=C(N2C1C(=NC=C2)C)[C@@H]2CC[C@H](CC2)N2CCN(CC2)C)OC)=O (2-(2-methoxy-4-(8-methyl-3-((trans)-4-(4-methylpiperazin-1-yl)cyclohexyl)imidazo[1,5-a]pyrazin-1-yl)phenylcarbamoyl)-1-methyl-1H-indol-4-yl acetate). Reaction SMILES: [C:1]([O:4][C:5]1[CH:13]=[CH:12][CH:11]=[C:10]2[C:6]=1[CH:7]=[C:8]([C:15](=[O:34])[NH:16][C:17]1[CH:22]=[CH:21][C:20](B3OC(C)(C)C(C)(C)O3)=[CH:19][C:18]=1[O:32][CH3:33])[N:9]2[CH3:14])(=[O:3])[CH3:2].Br[C:36]1[N:37]=[C:38]([C@H:46]2[CH2:51][CH2:50][C@H:49]([N:52]3[CH2:57][CH2:56][N:55]([CH3:58])[CH2:54][CH2:53]3)[CH2:48][CH2:47]2)[N:39]2[CH:44]=[CH:43][N:42]=[C:41]([CH3:45])[C:40]=12>>[C:1]([O:4][C:5]1[CH:13]=[CH:12][CH:11]=[C:10]2[C:6]=1[CH:7]=[C:8]([C:15](=[O:34])[NH:16][C:17]1[CH:22]=[CH:21][C:20]([C:36]3[N:37]=[C:38]([C@H:46]4[CH2:47][CH2:48][C@H:49]([N:52]5[CH2:53][CH2:54][N:55]([CH3:58])[CH2:56][CH2:57]5)[CH2:50][CH2:51]4)[N:39]4[CH:44]=[CH:43][N:42]=[C:41]([CH3:45])[C:40]=34)=[CH:19][C:18]=1[O:32][CH3:33])[N:9]2[CH3:14])(=[O:3])[CH3:2]. Procedure details: Reaction of 2-(2-methoxy-4-(4,4,5,5-tetramethyl-1,3,2-dioxaborolan-2-yl)phenylcarbamoyl)-1-methyl-1H-indol-4-yl acetate (36 mg) and 1-bromo-8-methyl-3-((trans)-4-(4-methylpiperazin-1-yl)cyclohexyl)imidazo[1,5-a]pyrazine (30 mg) according to the procedure described in example 4 step 4c and purification by column chromatography (silica gel; dichloromethane with gradient 0 to 20% methanol (+ few drops ammonia)) gave 2-(2-methoxy-4-(8-methyl-3-((trans)-4-(4-methylpiperazin-1-yl)cyclohexyl)imidazo[1,...